This data is from the Open Reaction Database (ORD), a public repository of structured organic reaction records. The task is: describe an organic reaction: reactants, conditions, products, and yield Starting materials: C([O-])([O-])=O.[K+].[K+] (potassium carbonate), FC1=CC=C(COC=2C=CC3=C(C=C(CCS3(=O)=O)C(=O)OC)C2)C=C1 (methyl 7-[(4-fluorobenzyl)oxy]-1,1-dioxo-2,3-dihydro-1-benzothiepine-4-carboxylate), Cl (hydrochloric acid). Solvent: C1CCOC1.CO (THF methanol). Conditions: temperature 60 celsius, time 20 hour. Yields the product FC1=CC=C(COC=2C=CC3=C(C=C(CCS3(=O)=O)C(=O)O)C2)C=C1 (7-[(4-fluorobenzyl)oxy]-1,1-dioxo-2,3-dihydro-1-benzothiepine-4-carboxylic acid). Yield: 76.5%. RXN SMILES: [F:1][C:2]1[CH:26]=[CH:25][C:5]([CH2:6][O:7][C:8]2[CH:9]=[CH:10][C:11]3[S:17](=[O:19])(=[O:18])[CH2:16][CH2:15][C:14]([C:20]([O:22]C)=[O:21])=[CH:13][C:12]=3[CH:24]=2)=[CH:4][CH:3]=1.C(=O)([O-])[O-].[K+].[K+].Cl>C1COCC1.CO>[F:1][C:2]1[CH:3]=[CH:4][C:5]([CH2:6][O:7][C:8]2[CH:9]=[CH:10][C:11]3[S:17](=[O:19])(=[O:18])[CH2:16][CH2:15][C:14]([C:20]([OH:22])=[O:21])=[CH:13][C:12]=3[CH:24]=2)=[CH:25][CH:26]=1 |f:1.2.3,5.6|. Reported procedure: Into a suspension of methyl 7-[(4-fluorobenzyl)oxy]-1,1-dioxo-2,3-dihydro-1-benzothiepine-4-carboxylate (327.4 mg) in THF/methanol (4/2 ml) was added at room temperature an aqueous solution (1.0 ml) of potassium carbonate (240 mg), and the resulting mixture was stirred at 60° C. for 20 hours. After cooling to room temperature, 1 N hydrochloric acid (5 ml) was added to the reaction mixture, which was extracted with ethyl acetate. The organic layer was washed with an aqueous saturated solution of ... Reactants: C(C)(C)(C)OC(=O)N1CCC(CC1)NC1CCN(CC1)CC1=CC=CC=C1 (4-(1-benzyl-piperidin-4-ylamino)-piperidine-1-carboxylic acid tert-butyl ester). Reagents/catalysts: [Pd] (palladium on carbon). Solvent: C(C)(=O)O (acetic acid). Conditions: time 12 hour. The product is C(C)(C)(C)OC(=O)N1CCC(CC1)NC1CCNCC1 (4-(Piperidin-4-ylamino)-piperidine-1-carboxylic acid tert-butyl ester), syrup. RXN SMILES: [C:1]([O:5][C:6]([N:8]1[CH2:13][CH2:12][CH:11]([NH:14][CH:15]2[CH2:20][CH2:19][N:18](CC3C=CC=CC=3)[CH2:17][CH2:16]2)[CH2:10][CH2:9]1)=[O:7])([CH3:4])([CH3:3])[CH3:2]>C(O)(=O)C.[Pd]>[C:1]([O:5][C:6]([N:8]1[CH2:9][CH2:10][CH:11]([NH:14][CH:15]2[CH2:20][CH2:19][NH:18][CH2:17][CH2:16]2)[CH2:12][CH2:13]1)=[O:7])([CH3:4])([CH3:2])[CH3:3]. Procedure details: To a solution of 4-(1-benzyl-piperidin-4-ylamino)-piperidine-1-carboxylic acid tert-butyl ester (1.51 g) in 20 mL acetic acid was added 0.23 g 10% palladium on carbon, the resulting suspension was shaken under hydrogen (50 psi) in Parr shaker apparatus for 12 hours. The suspension was filtered through a layer of celite and the solvent was removed under vacuum. To the residue was added 10% aq. NaOH and extracted with dichloromethane (2×). The combined organic layers were washed with saturated bri... Starting materials: O=C1CCC(=O)N1Br, ClC(Cl)(Cl)Cl, Fc1ccc(CCCC(c2ccc(Cl)cc2)C2CC2)cc1Oc1ccccc1. Yields the product Fc1ccc(C(Br)CCC(c2ccc(Cl)cc2)C2CC2)cc1Oc1ccccc1. Reaction SMILES: [Br:29][N:30]1[C:31](=[O:32])[CH2:33][CH2:34][C:35]1=[O:36].[C:37]([Cl:38])([Cl:39])([Cl:40])[Cl:41].[CH:1]1([CH:4]([CH2:5][CH2:6][CH2:7][c:8]2[cH:9][c:10]([O:15][c:16]3[cH:17][cH:18][cH:19][cH:20][cH:21]3)[c:11]([F:14])[cH:12][cH:13]2)[c:22]2[cH:23][cH:24][c:25]([Cl:28])[cH:26][cH:27]2)[CH2:2][CH2:3]1>>[CH:1]1([CH:4]([CH2:5][CH2:6][CH:7]([c:8]2[cH:9][c:10]([O:15][c:16]3[cH:17][cH:18][cH:19][cH:20][cH:21]3)[c:11]([F:14])[cH:12][cH:13]2)[Br:29])[c:22]2[cH:23][cH:24][c:25]([Cl:28])[cH:26][cH:27]2)[CH2:2][CH2:3]1. Starting materials: CCCc1cccc(CCC)c1-n1cc[n+](-c2c(CCC)cccc2CCC)c1, C1COCCO1, CN1CCN(c2cccc(N)c2)CC1, [Cl-], Cc1ccc(NC(=O)c2cccc(C(F)(F)F)c2)cc1-c1cc2cnc(Cl)cc2n(C)c1=O. Product: Cc1ccc(NC(=O)c2cccc(C(F)(F)F)c2)cc1-c1cc2cnc(Nc3cccc(N4CCN(C)CC4)c3)cc2n(C)c1=O. Reaction SMILES: [CH2:49]([c:50]1[cH:51][cH:52][cH:53][c:54]([CH2:55][CH2:56][CH3:57])[c:58]1-[n+:59]1[cH:60][cH:61][n:62](-[c:63]2[c:64]([CH2:65][CH2:66][CH3:67])[cH:68][cH:69][cH:70][c:71]2[CH2:72][CH2:73][CH3:74])[cH:75]1)[CH2:76][CH3:77].[CH2:78]1[O:79][CH2:80][CH2:81][O:82][CH2:83]1.[CH3:34][N:35]1[CH2:36][CH2:37][N:38]([c:41]2[cH:42][c:43]([NH2:47])[cH:44][cH:45][cH:46]2)[CH2:39][CH2:40]1.[Cl-:48].[Cl:1][c:2]1[n:3][cH:4][c:5]2[cH:6][c:7](-[c:14]3[cH:15][c:16]([NH:21][C:22]([c:23]4[cH:24][c:25]([C:29]([F:30])([F:31])[F:32])[cH:26][cH:27][cH:28]4)=[O:33])[cH:17][cH:18][c:19]3[CH3:20])[c:8](=[O:13])[n:9]([CH3:12])[c:10]2[cH:11]1>>[c:2]1([NH:47][c:43]2[cH:42][c:41]([N:38]3[CH2:37][CH2:36][N:35]([CH3:34])[CH2:40][CH2:39]3)[cH:46][cH:45][cH:44]2)[n:3][cH:4][c:5]2[cH:6][c:7](-[c:14]3[cH:15][c:16]([NH:21][C:22]([c:23]4[cH:24][c:25]([C:29]([F:30])([F:31])[F:32])[cH:26][cH:27][cH:28]4)=[O:33])[cH:17][cH:18][c:19]3[CH3:20])[c:8](=[O:13])[n:9]([CH3:12])[c:10]2[cH:11]1. The reactants are CCO, [Cl-], [N-]=[N+]=[N-], [NH4+], [Na+], c1cc(CN2CCCCC2)cc(OCCC2CO2)c1. Product: [N-]=[N+]=NCC(O)CCOc1cccc(CN2CCCCC2)c1. Reaction SMILES: [CH3:26][CH2:27][OH:28].[Cl-:24].[N-:21]=[N+:22]=[N-:23].[NH4+:25].[Na+:20].[O:1]1[CH:2]([CH2:4][CH2:5][O:6][c:7]2[cH:8][c:9]([CH2:13][N:14]3[CH2:15][CH2:16][CH2:17][CH2:18][CH2:19]3)[cH:10][cH:11][cH:12]2)[CH2:3]1>>[OH:1][CH:2]([CH2:3][N:21]=[N+:22]=[N-:23])[CH2:4][CH2:5][O:6][c:7]1[cH:8][c:9]([CH2:13][N:14]2[CH2:15][CH2:16][CH2:17][CH2:18][CH2:19]2)[cH:10][cH:11][cH:12]1.